From a dataset of the Open Reaction Database (ORD), a public repository of structured organic reaction records. describe an organic reaction: reactants, conditions, products, and yield Starting materials: BrC=1C=CC=C2C=C(C(=NC12)C1=CC(=CC=C1)F)CN1C(C2=CC=CC=C2C1=O)=O (2-((8-bromo-2-(3-fluorophenyl)quinolin-3-yl)methyl)-isoindoline-1,3-dione), ClC1=NC2=C(C=CC=C2C=C1C=O)Cl (2,8-dichloroquinoline-3-carbaldehyde), ClC1=NC2=C(C=CC=C2C=C1CN1C(C2=CC=CC=C2C1=O)=O)Cl (2-((2,8-dichloroquinolin-3-yl)methyl)isoindoline-1,3-dione), [Br-] (bromide). Reagents/catalysts: [Pd].C1(=CC=CC=C1)P(C1=CC=CC=C1)C1=CC=CC=C1.C1(=CC=CC=C1)P(C1=CC=CC=C1)C1=CC=CC=C1.C1(=CC=CC=C1)P(C1=CC=CC=C1)C1=CC=CC=C1.C1(=CC=CC=C1)P(C1=CC=CC=C1)C1=CC=CC=C1 (tetrakis(triphenylphosphine) palladium). Run in O1CCOCC1 (dioxane). Reaction conditions: temperature 65 celsius, time 12 hour. The product is ClC1=NC2=C(C=CC=C2C=C1CN1C(C2=CC=CC=C2C1=O)=O)Cl (2-((2,8-Dichloroquinolin-3-yl)methyl)isoindoline-1,3-dione), ClC=1C=CC=C2C=C(C(=NC12)C1=NC=CC=C1)CN ((8-chloro-2-(pyridin-2-yl)quinolin-3-yl)methanamine). RXN SMILES: BrC1C=CC=[C:6]2[C:11]=1[N:10]=[C:9](C1C=CC=C(F)C=1)[C:8](CN1C(=O)C3C(=CC=CC=3)C1=O)=[CH:7]2.ClC1C(C=O)=CC2C(=C(Cl)C=CC=2)N=1.[Cl:45][C:46]1[C:55]([CH2:56][N:57]2[C:65](=[O:66])[C:64]3[C:59](=[CH:60][CH:61]=[CH:62][CH:63]=3)[C:58]2=[O:67])=[CH:54][C:53]2[C:48](=[C:49]([Cl:68])[CH:50]=[CH:51][CH:52]=2)[N:47]=1.[Br-]>O1CCOCC1.[Pd].C1(P(C2C=CC=CC=2)C2C=CC=CC=2)C=CC=CC=1.C1(P(C2C=CC=CC=2)C2C=CC=CC=2)C=CC=CC=1.C1(P(C2C=CC=CC=2)C2C=CC=CC=2)C=CC=CC=1.C1(P(C2C=CC=CC=2)C2C=CC=CC=2)C=CC=CC=1>[Cl:45][C:46]1[C:55]([CH2:56][N:57]2[C:65](=[O:66])[C:64]3[C:59](=[CH:60][CH:61]=[CH:62][CH:63]=3)[C:58]2=[O:67])=[CH:54][C:53]2[C:48](=[C:49]([Cl:68])[CH:50]=[CH:51][CH:52]=2)[N:47]=1.[Cl:68][C:49]1[CH:50]=[CH:51][CH:52]=[C:53]2[C:48]=1[N:47]=[C:46]([C:9]1[CH:8]=[CH:7][CH:6]=[CH:11][N:10]=1)[C:55]([CH2:56][NH2:57])=[CH:54]2 |f:5.6.7.8.9|. Reported procedure: 2-((2,8-Dichloroquinolin-3-yl)methyl)isoindoline-1,3-dione was prepared in the similar manner as 2-((8-bromo-2-(3-fluorophenyl)quinolin-3-yl)methyl)-isoindoline-1,3-dione from 2,8-dichloroquinoline-3-carbaldehyde. A mixture of 2-((2,8-dichloroquinolin-3-yl)methyl)isoindoline-1,3-dione (71 mg, 0.2 mmol), 2-pyridylzine bromide (0.5 M, 0.8 mL, 2.0 eq) and tetrakis(triphenylphosphine) palladium (11 mg, 5%) in dioxane (3 mL) was purged with N2 and heated to 65° C. After 12 h, the reaction was cooled ... Starting materials: CC(C)(C)O, C[N+](C)(C)[O-], C1=CC2CC1Cc1cccnc12, ClCCl, O=[Os](=O)(=O)=O, O, O. Yields the product OC1C2Cc3cccnc3C(C2)C1O. Reaction SMILES: [C:20]([OH:21])([CH3:22])([CH3:23])[CH3:24].[CH3:15][N+:16]([O-:17])([CH3:18])[CH3:19].[CH:1]12[c:2]3[n:3][cH:4][cH:5][cH:6][c:7]3[CH2:8][CH:9]([CH:10]=[CH:11]1)[CH2:12]2.[Cl:25][CH2:26][Cl:27].[O:28]=[Os:29](=[O:30])(=[O:31])=[O:32].[OH2:13].[OH2:14]>>[CH:1]12[c:2]3[n:3][cH:4][cH:5][cH:6][c:7]3[CH2:8][CH:9]([CH:10]([OH:14])[CH:11]1[OH:13])[CH2:12]2. Starting materials: C(=S)=S (carbon disulphide), C(C1=CC=CC=C1)Cl (benzylchloride), CC1(OCCN1)C(C)(C)C (2-methyl-2-(tert.butyl)-oxazolidine), [OH-].[Na+] (sodium hydroxide), C(=S)=S (carbon disulphide). The solvent is O (water). Reaction conditions: time 2 hour. The product is C(C1=CC=CC=C1)S=C(S)N1C(OCC1)(C(C)(C)C)C (3-(benzyl mercaptothiocarbonyl)-2-methyl-2-(tert.butyl)-oxazolidine). RXN SMILES: [CH3:1][C:2]1([C:7]([CH3:10])([CH3:9])[CH3:8])[NH:6][CH2:5][CH2:4][O:3]1.[OH-].[Na+].[C:13](=[S:15])=[S:14].[CH2:16](Cl)[C:17]1[CH:22]=[CH:21][CH:20]=[CH:19][CH:18]=1>O>[CH2:16]([SH:14]=[C:13]([N:6]1[CH2:5][CH2:4][O:3][C:2]1([CH3:1])[C:7]([CH3:10])([CH3:9])[CH3:8])[SH:15])[C:17]1[CH:22]=[CH:21][CH:20]=[CH:19][CH:18]=1 |f:1.2|. Procedure: 28.6 g (0.2 mole) of 2-methyl-2-(tert.butyl)-oxazolidine and 8.0 g (0.2 mole) of sodium hydroxide dissolved in 80 cm3 of water were placed into a round-bottom flask equipped with a reflux condenser, a thermometer, a dropping funnel and a stirrer. With continuous stirring and cooling, 15.2 g (12.05 cm3, 0.2 mole) of carbon disulphide was introduced dropwise while the temperature was not allowed to rise above 20° C. As the introduction of carbon disulphide had been completed, the mixture was conti... Starting materials: compound 7a, C1(CC1)N (cyclopropylamine), [C@@H]1([C@H](O)[C@H](O)[C@@H](O1)CO)N1C(=NC2=C1C=C(C(=C2)Cl)Cl)Cl (1-(α-L-lyxofuranosyl)-2,5,6-trichlorobenzimidazole). As a reaction SMILES: [CH:1]1([NH2:4])[CH2:3][CH2:2]1.[C@@H:5]1([N:14]2[C:18]3[CH:19]=[C:20]([Cl:24])[C:21]([Cl:23])=[CH:22][C:17]=3[N:16]=[C:15]2Cl)[O:11][C@@H:10]([CH2:12][OH:13])[C@@H:8]([OH:9])[C@H:6]1[OH:7]>>[CH:1]1([NH:4][C:15]2[N:14]([C@@H:5]3[O:11][C@@H:10]([CH2:12][OH:13])[C@@H:8]([OH:9])[C@H:6]3[OH:7])[C:18]3[CH:19]=[C:20]([Cl:24])[C:21]([Cl:23])=[CH:22][C:17]=3[N:16]=2)[CH2:3][CH2:2]1. Product: C1(CC1)NC1=NC2=C(N1[C@H]1[C@H](O)[C@H](O)[C@@H](O1)CO)C=C(C(=C2)Cl)Cl (2-Cyclopropylamino-5,6-dichloro-1-(α-L-lyxofuranosyl)benzimidazole). Procedure: The procedure is the same as that described for compound 7a, except that cyclopropylamine was used instead of isopropylamine, and compound 4a (300 mg, 0.80 mmoles) was used. Yield 299 mg (65%) as a white solid. Mp: 184-186° C. 1H NMR (DMSO-d6): δ7.47 (s, 1H), 7.36 (s, 1H), 7.05 (bs, 1H, D2O exchangeable), 5.72 (m, 1H), 5.24 (m, 1H, D2O exchangeable), 5.17 (m, 1H, D2O exchangeable), 4.65 (bs, 2H, D2O exchangeable), 4.53 (m, 1H), 4.42 (m, 1H), 4.15 (m, 1H), 3.66 and 3.57 (m, 2H), 0.86 (m, 2H), 0.5... Starting materials: O=C1N(CCC1(C1=CC=CC=C1)C1=CC=CC=C1)CC(=O)O (2-(2-oxo-3,3-diphenylpyrrolidin-1-yl)acetic acid), ON\C(\C1=CC=C(C=C1)C(F)(F)F)=N/[H] ((Z)—N-hydroxy-4-(trifluoromethyl)benzimidamide), FC1=CC=C(C=C1)C1(C(N(CC1)CC(=O)O)=O)C1=CC=C(C=C1)F (2-(3,3-bis(4-fluorophenyl)-2-oxopyrrolidin-1-yl)acetic acid), ON\C(\C1=CN=CC(=C1)C(F)(F)F)=N/[H] ((Z)—N-hydroxy-5-(trifluoromethyl)nicotinimidamide). Yields the product C1(=CC=CC=C1)C1(C(N(CC1)CC1=NC(=NO1)C=1C=NC=C(C1)C(F)(F)F)=O)C1=CC=CC=C1 (3,3-diphenyl-1-({3-[5-(trifluoromethyl)pyridin-3-yl]-1,2,4-oxadiazol-5-yl}methyl)pyrrolidin-2-one). Reaction SMILES: [O:1]=[C:2]1[C:6]([C:13]2[CH:18]=[CH:17][CH:16]=[CH:15][CH:14]=2)([C:7]2[CH:12]=[CH:11][CH:10]=[CH:9][CH:8]=2)[CH2:5][CH2:4][N:3]1[CH2:19][C:20]([OH:22])=O.FC1C=CC(C2(C3C=CC(F)=CC=3)CCN(CC(O)=O)C2=O)=CC=1.O[NH:48]/[C:49](=[N:60]\[H])/[C:50]1[CH:55]=[C:54]([C:56]([F:59])([F:58])[F:57])[CH:53]=[N:52][CH:51]=1.ON/C(=N\[H])/C1C=CC(C(F)(F)F)=CC=1>>[C:7]1([C:6]2([C:13]3[CH:18]=[CH:17][CH:16]=[CH:15][CH:14]=3)[CH2:5][CH2:4][N:3]([CH2:19][C:20]3[O:22][N:60]=[C:49]([C:50]4[CH:51]=[N:52][CH:53]=[C:54]([C:56]([F:59])([F:57])[F:58])[CH:55]=4)[N:48]=3)[C:2]2=[O:1])[CH:12]=[CH:11][CH:10]=[CH:9][CH:8]=1. Procedure: The title compound was prepared using the procedure described in Example 190 substituting 2-(2-oxo-3,3-diphenylpyrrolidin-1-yl)acetic acid from Example 1C for 2-(3,3-bis(4-fluorophenyl)-2-oxopyrrolidin-1-yl)acetic acid and (Z)—N-hydroxy-5-(trifluoromethyl)nicotinimidamide for (Z)—N-hydroxy-4-(trifluoromethyl)benzimidamide. 1H NMR (300 MHz, CDCl3) δ ppm 9.41 (d, J=1.7, 1H), 9.02 (d, J=1.2, 1H), 8.51 (s, 1H), 7.49-7.19 (m, 10H), 4.93 (s, 2H), 3.59 (t, J=6.5, 2H), 2.91 (t, J=6.5, 2H); MS (DCI) m/z ... Starting materials: COc1ccc(OCc2ccccc2)c2c(C)c(C)[nH]c12, C1CCCCC1, CCO. The product is COc1ccc(O)c2c(C)c(C)[nH]c12. Reaction SMILES: [CH2:1]([c:2]1[cH:3][cH:4][cH:5][cH:6][cH:7]1)[O:8][c:9]1[c:10]2[c:11]([CH3:21])[c:12]([CH3:20])[nH:13][c:14]2[c:15]([O:18][CH3:19])[cH:16][cH:17]1.[CH2:25]1[CH2:26][CH2:27][CH2:28][CH2:29][CH2:30]1.[CH3:22][CH2:23][OH:24]>>[OH:8][c:9]1[c:10]2[c:11]([CH3:21])[c:12]([CH3:20])[nH:13][c:14]2[c:15]([O:18][CH3:19])[cH:16][cH:17]1. Starting materials: O1CCCC2=CC(=CC=C12)C1=NC2=CC=C(C=C2N=C1N(C)C(C)C)C(=O)OC (methyl 2-(chroman-6-yl)-3-(isopropyl(methyl)amino)quinoxaline-6-carboxylate), [OH-].[Na+] (sodium hydroxide). Run in O (water), O1CCCC1 (tetrahydrofuran). Reaction conditions: time 8 hour. Product: O1CCCC2=CC(=CC=C12)C1=NC2=CC=C(C=C2N=C1N(C)C(C)C)C(=O)O (2-(chroman-6-yl)-3-(isopropyl(methyl)amino)quinoxaline-6-carboxylic acid). Isolated yield 64.2%. RXN SMILES: [O:1]1[C:10]2[C:5](=[CH:6][C:7]([C:11]3[C:20]([N:21]([CH:23]([CH3:25])[CH3:24])[CH3:22])=[N:19][C:18]4[C:13](=[CH:14][CH:15]=[C:16]([C:26]([O:28]C)=[O:27])[CH:17]=4)[N:12]=3)=[CH:8][CH:9]=2)[CH2:4][CH2:3][CH2:2]1.[OH-].[Na+]>O.O1CCCC1>[O:1]1[C:10]2[C:5](=[CH:6][C:7]([C:11]3[C:20]([N:21]([CH:23]([CH3:25])[CH3:24])[CH3:22])=[N:19][C:18]4[C:13](=[CH:14][CH:15]=[C:16]([C:26]([OH:28])=[O:27])[CH:17]=4)[N:12]=3)=[CH:8][CH:9]=2)[CH2:4][CH2:3][CH2:2]1 |f:1.2|. Reported procedure: To a solution of methyl 2-(chroman-6-yl)-3-(isopropyl(methyl)amino)quinoxaline-6-carboxylate (130 mg, 0.33 mmol) in water (1 mL) and tetrahydrofuran (5 mL) was added sodium hydroxide (53 mg, 1.33 mmol) with stirring overnight at room temperature. The reaction mixture was concentrated under vacuum, dissolved in water (30 mL), adjusted to pH 4 with HCl (3N) to give the precipitate, which was collected by filtration to afford 2-(chroman-6-yl)-3-(isopropyl(methyl)amino)quinoxaline-6-carboxylic acid ... Reactants: C(C)OC(CN(C(C(CC1=CC=C(C=C1)C(F)(F)F)NC(=O)OC(C)(C)C)=O)CC1=CC=CC=C1)=O ([benzyl-[2-tert-butoxycarbonylamino-3-(4-trifluoromethyl-phenyl)-propionyl]-amino]-acetic acid ethyl ester). Run in C(Cl)Cl (CH2Cl2), Cl (HCl), O1CCOCC1 (dioxane), ClC(C)Cl (dichloroethane). Conditions: time 2 hour. Product: C(C1=CC=CC=C1)N1C([C@H](NC(C1)=O)CC1=CC=C(C=C1)C(F)(F)F)=O ((R)-1-benzyl-3-(4-trifluoromethyl-benzyl)-piperazine-2,5-dione). The yield is 95.4%. As a reaction SMILES: C(OC(=O)[CH2:5][N:6]([CH2:29][C:30]1[CH:35]=[CH:34][CH:33]=[CH:32][CH:31]=1)[C:7](=[O:28])[CH:8]([NH:20][C:21](OC(C)(C)C)=[O:22])[CH2:9][C:10]1[CH:15]=[CH:14][C:13]([C:16]([F:19])([F:18])[F:17])=[CH:12][CH:11]=1)C>C(Cl)Cl.Cl.O1CCOCC1.ClC(Cl)C>[CH2:29]([N:6]1[CH2:5][C:21](=[O:22])[NH:20][C@H:8]([CH2:9][C:10]2[CH:15]=[CH:14][C:13]([C:16]([F:19])([F:18])[F:17])=[CH:12][CH:11]=2)[C:7]1=[O:28])[C:30]1[CH:31]=[CH:32][CH:33]=[CH:34][CH:35]=1. Procedure: To a stirred solution of [benzyl-[2-tert-butoxycarbonylamino-3-(4-trifluoromethyl-phenyl)-propionyl]-amino]-acetic acid ethyl ester (1.5 g, 2.95 mmol) in dry CH2Cl2 (50 mL), 4N HCl in dioxane (25 mL, Aldrich) was added and stirred at room temperature for 2 h and then conc in vacuo. The r×n product was partitioned between CH2Cl2 (100 mL) and saturated NaHCO3 (20 mL). The organic layer was separated, dried over MgSO4 and conc in vacuo to give a clear oil. The oil was diluted in dichloroethane (50 ... Reaction SMILES: [CH3:1][C:2]1=[N:7][CH:6]([c:8]2[cH:9][cH:10][cH:11][cH:12][cH:13]2)[CH2:5][O:4][C:3]1=[O:14].[I:15][CH2:16][CH:17]([CH2:18][CH3:19])[CH3:20]>>[CH3:1][C:2]1([CH2:16][CH:17]([CH2:18][CH3:19])[CH3:20])[C:3](=[O:14])[O:4][CH2:5][CH:6]([c:8]2[cH:9][cH:10][cH:11][cH:12][cH:13]2)[NH:7]1. Reactants: CC1=NC(c2ccccc2)COC1=O, CCC(C)CI. The product is CCC(C)CC1(C)NC(c2ccccc2)COC1=O. Starting materials: (+)-(4aR)-(10bR)-4-methyl-10b-methyl-1,2,3,4,4a,5,6,10b-octahydrobenzo[f]quinolin-3-one 8-boronic acid, C(C)(=O)N1CCC2=CC(=CC(=C12)[N+](=O)[O-])Br (1-acetyl-5-bromo-7-nitroindoline), C([O-])([O-])=O.[Na+].[Na+] (sodium carbonate), C1CCOC1 (THF). The reagents and catalysts are [Pd].C1(=CC=CC=C1)P(C1=CC=CC=C1)C1=CC=CC=C1.C1(=CC=CC=C1)P(C1=CC=CC=C1)C1=CC=CC=C1.C1(=CC=CC=C1)P(C1=CC=CC=C1)C1=CC=CC=C1.C1(=CC=CC=C1)P(C1=CC=CC=C1)C1=CC=CC=C1 (tetrakis (triphenylphosphine) palladium (0)). Solvent: C(C)(=O)OCC (ethyl acetate). Yields the product CN1C(CC[C@@]2(C3=C(CC[C@@H]12)C=C(C=C3)C=3C=C1CCN(C1=C(C3)[N+](=O)[O-])C(C)=O)C)=O ((+)-(4aR)-(10bR)-4-methyl-8-(1-acetyl-7-nitroindolin-5--yl)-10b-methyl-1,2,3,4,4a,5,6,10b-octahydrobenzo[f]quinolin-3one). Isolated yield 22.0%. Reaction SMILES: [C:1]([N:4]1[C:12]2[C:7](=[CH:8][C:9](Br)=[CH:10][C:11]=2[N+:13]([O-:15])=[O:14])[CH2:6][CH2:5]1)(=[O:3])[CH3:2].[C:17](=[O:20])([O-])[O-].[Na+].[Na+].[CH2:23]1[CH2:27]O[CH2:25][CH2:24]1>C(OCC)(=O)C.[Pd].C1(P(C2C=CC=CC=2)C2C=CC=CC=2)C=CC=CC=1.C1(P(C2C=CC=CC=2)C2C=CC=CC=2)C=CC=CC=1.C1(P(C2C=CC=CC=2)C2C=CC=CC=2)C=CC=CC=1.C1(P(C2C=CC=CC=2)C2C=CC=CC=2)C=CC=CC=1>[CH3:5][N:4]1[C@H:1]2[C@@:23]([CH3:27])([C:23]3[CH:27]=[CH:8][C:7]([C:9]4[CH:8]=[C:7]5[C:12](=[C:11]([N+:13]([O-:15])=[O:14])[CH:10]=4)[N:4]([C:1](=[O:3])[CH3:2])[CH2:5][CH2:6]5)=[CH:6][C:24]=3[CH2:25][CH2:2]2)[CH2:24][CH2:25][C:17]1=[O:20] |f:1.2.3,6.7.8.9.10|. Procedure: A 15 mL round bottom flask was charged with (+)-(4aR)-(10bR)-4-methyl-10b-methyl-1,2,3,4,4a,5,6,10b-octahydrobenzo[f]quinolin-3-one-8-boronic acid (178 mg, 0.65 mmol), tetrakis (triphenylphosphine) palladium (0) (23 mg, 0.02 mmol), 1-acetyl-5-bromo-7-nitroindoline (185 mg, 0.65 mmol), 0.65 mL of 2M sodium carbonate and 2 mL of THF, fitted with a reflux condenser, and the stirred mixture was heated at 80°, under nitrogen, for 24 h. The mixture was cooled, diluted with ethyl acetate (75 mL) and wa...